The task is: describe an organic reaction: reactants, conditions, products, and yield. This data is from the Open Reaction Database (ORD), a public repository of structured organic reaction records. Reactants: C(=O)C1=C(N=C2N1C=CC=C2OCC2=C(C=CC=C2C)N2C(OCC2)=O)C (3-[2-(3-formyl-2-methylimidazo[1,2-a]pyridin-8-yloxymethyl)-3-methylphenyl]oxazolidin-2-one), [BH4-].[Na+] (sodium borohydride), O (Water). Run in C(C)O (ethanol). Conditions: temperature 4 celsius, time 30 minute. The product is OCC1=C(N=C2N1C=CC=C2OCC2=C(C=CC=C2C)N2C(OCC2)=O)C (3-[2-(3-Hydroxymethyl-2-methylimidazo[1,2-a]pyridin-8-yloxymethyl)-3-methylphenyl]oxazolidin-2-one). Isolated yield 91.7%. RXN SMILES: [CH:1]([C:3]1[N:7]2[CH:8]=[CH:9][CH:10]=[C:11]([O:12][CH2:13][C:14]3[C:19]([CH3:20])=[CH:18][CH:17]=[CH:16][C:15]=3[N:21]3[CH2:25][CH2:24][O:23][C:22]3=[O:26])[C:6]2=[N:5][C:4]=1[CH3:27])=[O:2].[BH4-].[Na+].O>C(O)C>[OH:2][CH2:1][C:3]1[N:7]2[CH:8]=[CH:9][CH:10]=[C:11]([O:12][CH2:13][C:14]3[C:19]([CH3:20])=[CH:18][CH:17]=[CH:16][C:15]=3[N:21]3[CH2:25][CH2:24][O:23][C:22]3=[O:26])[C:6]2=[N:5][C:4]=1[CH3:27] |f:1.2|. Procedure details: A solution of 3-[2-(3-formyl-2-methylimidazo[1,2-a]pyridin-8-yloxymethyl)-3-methylphenyl]oxazolidin-2-one (1.39 g, 3.8 mmol) and sodium borohydride (0.19 g, 4.75 mmol) in anhydrous ethanol (125 ml) is stirred at RT for 1.5 h. Water (100 ml) is then added, the ethanol is distilled off on a rotary evaporator and the aqueous residue is stirred at 4° C. for 30 min. The precipitate is filtered off, washed with cold water and dried in vacuo. The title compound (1.28 g, 91%) is obtained as a beige soli...